This data is from the Open Reaction Database (ORD), a public repository of structured organic reaction records. The task is: describe an organic reaction: reactants, conditions, products, and yield Reactants: CN(C)CCOC1=CC(=CC=C1)Br (N,N-Dimethyl-2-(3-bromophenoxy)ethylamine), FC(C(=O)OCC)(F)F (ethyl trifluoroacetate), CN(C)CCOC1=CC=C(C=C1)C(C(F)(F)F)=O ([4-[2-(N,N-dimethylamino)ethoxy]phenyl]-2,2,2-trifluoroethanone). The product is CN(C)CCOC=1C=C(C=CC1)C(C(F)(F)F)=O ([3-[2-(N,N-Dimethylamino)ethoxy]phenyl]-2,2,2-trifluoroethanone). The yield is 43.8%. RXN SMILES: [CH3:1][N:2]([CH2:4][CH2:5][O:6][C:7]1[CH:12]=[CH:11][CH:10]=[C:9](Br)[CH:8]=1)[CH3:3].[F:14][C:15]([F:22])([F:21])[C:16](OCC)=[O:17].CN(CCOC1C=CC(C(=O)C(F)(F)F)=CC=1)C>>[CH3:1][N:2]([CH2:4][CH2:5][O:6][C:7]1[CH:8]=[C:9]([C:16](=[O:17])[C:15]([F:22])([F:21])[F:14])[CH:10]=[CH:11][CH:12]=1)[CH3:3]. Procedure: N,N-Dimethyl-2-(3-bromophenoxy)ethylamine (2.87 g, 11.7 mmol) and ethyl trifluoroacetate (2.5 g, 17.6 mmol) were reacted by the general procedure as described in the preparation of [4-[2-(N,N-dimethylamino)ethoxy]phenyl]-2,2,2-trifluoroethanone. The residue was distilled under reduced pressure to afford the title compound (1.34 g, 44%) as a pale yellow liquid. Analytically pure sample was obtained by a second distillation under reduced pressure. Analysis for C12H14F3NO2.0.8H2O calcd. C 52.29%, H... Reactants: OC(=O)C(F)(F)F.N1(CCNCC1)C=1C=NC=NC1 (5-(piperazin-1-yl)pyrimidine TFA salt), FC(C1=NC(=NO1)C=1C=C(C(=O)O)C=CC1)(F)F (3-(5-(trifluoromethyl)-1,2,4-oxadiazol-3-yl)benzoic acid). The product is N1=CN=CC(=C1)N1CCN(CC1)C(=O)C1=CC(=CC=C1)C1=NOC(=N1)C(F)(F)F ((4-(Pyrimidin-5-yl)piperazin-1-yl)(3-(5-(trifluoromethyl)-1,2,4-oxadiazol-3-yl)phenyl)methanone). Yield: 32.0%. As a reaction SMILES: OC(C(F)(F)F)=O.[N:8]1([C:14]2[CH:15]=[N:16][CH:17]=[N:18][CH:19]=2)[CH2:13][CH2:12][NH:11][CH2:10][CH2:9]1.[F:20][C:21]([F:37])([F:36])[C:22]1[O:26][N:25]=[C:24]([C:27]2[CH:28]=[C:29]([CH:33]=[CH:34][CH:35]=2)[C:30](O)=[O:31])[N:23]=1>>[N:18]1[CH:19]=[C:14]([N:8]2[CH2:13][CH2:12][N:11]([C:30]([C:29]3[CH:33]=[CH:34][CH:35]=[C:27]([C:24]4[N:23]=[C:22]([C:21]([F:36])([F:20])[F:37])[O:26][N:25]=4)[CH:28]=3)=[O:31])[CH2:10][CH2:9]2)[CH:15]=[N:16][CH:17]=1 |f:0.1|. Reported procedure: This compound was synthesized from 5-(piperazin-1-yl)pyrimidine TFA salt and 3-(5-(trifluoromethyl)-1,2,4-oxadiazol-3-yl)benzoic acid as described for example 37 step 3 (50 mg, yield 32%). 1H NMR (400 MHz, MeOD) δ 8.61 (s, 1H), 8.52 (s, 2H), 8.29-8.26 (dt, J=6.7 Hz, 1.9 Hz, 1H), 8.23 (m, 1H), 7.76-7.71 (m, 2H), 3.99-3.83 (m, 2H), 3.69 (m, 2H), 3.49 (m, 2H), 3.44-3.36 (m, 2H). MS (ESI) m/z: Calculated for C18H15F3N6O2: 404.12. found: 405.2 (M+H)+ Yield: 65.0%. Reactants: C(#N)C1=CC=C(CN2C3=C(N=C4C(C2=O)CCC4)C=CC=C3)C=C1 (9-(4-cyanobenzyl)-2,3,9,10a-tetrahydrobenzo[b]cyclopenta[e][1,4]diazepin-10(1H)-one). As a reaction SMILES: [C:1]([C:3]1[CH:24]=[CH:23][C:6]([CH2:7][N:8]2[C:14](=[O:15])[CH:13]3[CH2:16][CH2:17][CH2:18][C:12]3=[N:11][C:10]3[CH:19]=[CH:20][CH:21]=[CH:22][C:9]2=3)=[CH:5][CH:4]=1)#[N:2]>C(OCC)C>[C:1]([C:3]1[CH:4]=[CH:5][C:6]([CH2:7][N:8]2[C:14](=[O:15])[C@H:13]3[CH2:16][CH2:17][CH2:18][C@H:12]3[NH:11][C:10]3[CH:19]=[CH:20][CH:21]=[CH:22][C:9]2=3)=[CH:23][CH:24]=1)#[N:2]. The solvent is C(C)OCC (diethyl ether). Reported procedure: Employing 9-(4-cyanobenzyl)-2,3,9,10a-tetrahydrobenzo[b]cyclopenta[e][1,4]diazepin-10(1H)-one, the titled compound was synthesized by substantially the same procedure as in Reference Example 15. Yield 65%. m.p.224°-226° C. (decomp.) (diethyl ether). The product is C(#N)C1=CC=C(CN2C3=C(N[C@H]4[C@@H](C2=O)CCC4)C=CC=C3)C=C1 ((3aR*,10as*)-9-(4-cyanobenzyl)-2,3,3a,4,9,10a-hexahydrobenzo[b]cyclopenta[e][1,4]diazepin-10(1H)-one). The reactants are CC(=O)C (acetone), [Li]CCCC (BuLi), ClC1=NC(=C2N=CN(C2=N1)C1OCCCC1)Cl (2,6-dichloro-9-(tetrahydro-pyran-2-yl)-9H-purine), CN(C)CCN(C)C (TMEDA). Run in C1CCOC1 (THF). Reaction conditions: temperature -78 celsius, time 45 minute. The product is ClC1=NC(=C2N=C(N(C2=N1)C1OCCCC1)C(C)(C)O)Cl (2-[2,6-Dichloro-9-(tetrahydro-pyran-2-yl)-9H-purin-8-yl]-propan-2-ol). Isolated yield 61.8%. As a reaction SMILES: [Li]CCCC.[Cl:6][C:7]1[N:15]=[C:14]2[C:10]([N:11]=[CH:12][N:13]2[CH:16]2[CH2:21][CH2:20][CH2:19][CH2:18][O:17]2)=[C:9]([Cl:22])[N:8]=1.CN(CCN(C)C)C.[CH3:31][C:32]([CH3:34])=[O:33]>C1COCC1>[Cl:6][C:7]1[N:15]=[C:14]2[C:10]([N:11]=[C:12]([C:32]([OH:33])([CH3:34])[CH3:31])[N:13]2[CH:16]2[CH2:21][CH2:20][CH2:19][CH2:18][O:17]2)=[C:9]([Cl:22])[N:8]=1. Reported procedure: BuLi (20 mL, 40.0 mmol, 2 M in pentane) was added dropwise to a solution of 2,6-dichloro-9-(tetrahydro-pyran-2-yl)-9H-purine (8.0 g, 29.3 mmol) and TMEDA (6.4 mL, 42.4 mmol) in anhydrous THF (100 mL) at −78° C. The resulting dark solution was stirred at −78° C. for 45 min, then acetone (4 mL, 54.5 mmol) was added and the reaction mixture was stirred at −78° C. for 30 min, then at RT for 30 min. The reaction mixture was quenched with water and extracted with ethyl acetate. The combined organic ex... The reactants are C(C)(C)(C)OC(=O)N1CCC(CC1)NC=1C=NC(=CC1)[N+](=O)[O-] (4-(6-nitro-pyridin-3-ylamino)-piperidine-1-carboxylic acid tert-butyl ester), solution, Cl (hydrochloric acid), FC(C(=O)O)(F)F (trifluoroacetic acid). Run in ClCCl (dichloromethane), ClCCl (dichloromethane), O1CCOCC1 (dioxane), O1CCOCC1 (dioxane). Reaction conditions: time 30 minute. Yields the product Cl.[N+](=O)([O-])C1=CC=C(C=N1)NC1CCNCC1 ((6-nitro-pyridin-3-yl)-piperidin-4-yl-amine hydrochloride), Cl (hydrochloride). As a reaction SMILES: C(OC([N:8]1[CH2:13][CH2:12][CH:11]([NH:14][C:15]2[CH:16]=[N:17][C:18]([N+:21]([O-:23])=[O:22])=[CH:19][CH:20]=2)[CH2:10][CH2:9]1)=O)(C)(C)C.FC(F)(F)C(O)=O.[ClH:31]>ClCCl.O1CCOCC1>[ClH:31].[N+:21]([C:18]1[N:17]=[CH:16][C:15]([NH:14][CH:11]2[CH2:12][CH2:13][NH:8][CH2:9][CH2:10]2)=[CH:20][CH:19]=1)([O-:23])=[O:22].[ClH:31] |f:5.6|. Procedure details: 4-(6-nitro-pyridin-3-ylamino)-piperidine-1-carboxylic acid tert-butyl ester (200 mg; 0.62 mmol, prepared in accordance with Example 93) is dissolved in dichloromethane (5 mL) and trifluoroacetic acid (1 mL) is added under stirring. After 30 minutes, the reaction mixture is concentrated under reduced pressure and the residue obtained is co-evaporated with dichloromethane (2×10 mL). The product is then diluted in dioxane (3 mL) and a 4N solution of hydrochloric acid in dioxane (3 mL) is added. The... Reactants: C(C)(=O)C=1C=C(C(=NC1)OCCCC)C=1NC(C=2C(N1)=C(N(N2)CCOC)CC)=O (5-(5-Acetyl-2-butoxy-3-pyridinyl)-3-ethyl-2-(2-methoxyethyl)-2,6-dihydro-7H-pyrazolo[4,3-d]pyrimidin-7-one), COCC(C)O (1-methoxypropan-2-ol), C[Si]([N-][Si](C)(C)C)(C)C.[K+] (potassium hexamethyldisilazide). Product: C(C)(=O)C=1C=C(C(=NC1)OC(COC)C)C=1NC(C=2C(N1)=C(N(N2)CCOC)CC)=O (5-[5-Acetyl-2-(2-methoxy-1-methylethoxy)-3-pyridinyl]-3-ethyl-2-(2-methoxyethyl)-2,6-dihydro-7H-pyrazolo[4,3-d]pyrimidin-7-one). Isolated yield 29.0%. As a reaction SMILES: [C:1]([C:4]1[CH:5]=[C:6]([C:15]2[NH:16][C:17](=[O:30])[C:18]3[C:19](=[C:21]([CH2:28][CH3:29])[N:22]([CH2:24][CH2:25][O:26][CH3:27])[N:23]=3)[N:20]=2)[C:7](OCCCC)=[N:8][CH:9]=1)(=[O:3])[CH3:2].C[Si](C)(C)[N-][Si](C)(C)C.[K+].[CH3:41][O:42][CH2:43][CH:44]([OH:46])[CH3:45]>>[C:1]([C:4]1[CH:5]=[C:6]([C:15]2[NH:16][C:17](=[O:30])[C:18]3[C:19](=[C:21]([CH2:28][CH3:29])[N:22]([CH2:24][CH2:25][O:26][CH3:27])[N:23]=3)[N:20]=2)[C:7]([O:46][CH:44]([CH3:45])[CH2:43][O:42][CH3:41])=[N:8][CH:9]=1)(=[O:3])[CH3:2] |f:1.2|. Procedure details: 5-(5-Acetyl-2-butoxy-3-pyridinyl)-3-ethyl-2-(2-methoxyethyl)-2,6-dihydro-7H-pyrazolo[4,3-d]pyrimidin-7-one (Example 16) (150 mg, 0.36 mmol) was dissolved in 1-methoxypropan-2-ol (3 mL) and the solution heated at reflux for 5 minutes to degas the solution. After cooling potassium hexamethyldisilazide (360 mg, 1.80 mmol) was added and the solution reheated to reflux for 8 h. The cooled reaction mixture was evaporated to dryness and partitioned between ethyl acetate and water after 1N hydrochloric ...